From a dataset of the Open Reaction Database (ORD), a public repository of structured organic reaction records. describe an organic reaction: reactants, conditions, products, and yield The reactants are COC1=CC=C(C=C1)C1=NO[C@@H]2[C@H]1CN(C2)C2=C(C=C1C(C(=CN(C1=C2OC)C2CC2)C(=O)O)=O)F (7-[cis-3-(4-Methoxyphenyl)-3a,4,6,6a-tetrahydropyrrolo[3,4-d]isoxazol-5-yl]-1-cyclopropyl-8-methoxy-6-fluoro-4-oxo-1,4-dihydroquinoline-3-carboxylic acid), C(=O)(C(F)(F)F)O (TFA), FC(C(=O)O)(F)F.N1=C(C=CC=C1)C1=NO[C@@H]2[C@H]1CNC2 (cis-3-(2-Pyridyl)-4,5,6,6a-tetrahydro-3aH-pyrrolo[3,4-d]isoxazole trifluoroacetate salt). Product: N1=C(C=CC=C1)C1=NO[C@@H]2[C@H]1CN(C2)C2=CC=C1C(C(=CN(C1=C2OC)C2CC2)C(=O)O)=O (7-[cis-3-(2-pyridyl)-3a,4,6,6a-tetrahydropyrrolo[3,4-d]isoxazol-5-yl]-1-cyclopropyl-8-methoxy-4-oxo-1,4-dihydroquinoline-3-carboxylic acid). Reaction SMILES: CO[C:3]1[CH:8]=C[C:6]([C:9]2[C@@H:13]3[CH2:14][N:15]([C:17]4[C:26]([O:27][CH3:28])=[C:25]5[C:20]([C:21](=[O:35])[C:22]([C:32]([OH:34])=[O:33])=[CH:23][N:24]5[CH:29]5[CH2:31][CH2:30]5)=[CH:19][C:18]=4F)[CH2:16][C@@H:12]3[O:11][N:10]=2)=[CH:5][CH:4]=1.C(O)(C(F)(F)F)=O.FC(F)(F)C(O)=O.[N:51]1C=CC=CC=1C1[C@@H]2CNC[C@@H]2ON=1>>[N:51]1[CH:8]=[CH:3][CH:4]=[CH:5][C:6]=1[C:9]1[C@@H:13]2[CH2:14][N:15]([C:17]3[C:26]([O:27][CH3:28])=[C:25]4[C:20]([C:21](=[O:35])[C:22]([C:32]([OH:34])=[O:33])=[CH:23][N:24]4[CH:29]4[CH2:31][CH2:30]4)=[CH:19][CH:18]=3)[CH2:16][C@@H:12]2[O:11][N:10]=1 |f:2.3|. Procedure details: The title compound was prepared according to the procedure for the synthesis of 120, but using activated core 71 and TFA salt 4e. Acid 150 was isolated in 23% yield. Reactants: BrC1=NC=C(C=C1N)Cl (2-bromo-5-chloro-pyridin-3-ylamine), C(C)(C)(C)C1=CC=C(C=C1)S(=O)(=O)Cl (4-tert-butyl-benzenesulfonyl chloride), resultant solution. Run in N1=CC=CC=C1 (pyridine). Reaction conditions: time 8 hour. Product: BrC1=NC=C(C=C1NS(=O)(=O)C1=CC=C(C=C1)C(C)(C)C)Cl (N-(2-Bromo-5-chloro-pyridin-3-yl)-4-tert-butyl-benzenesulfonamide). Yield: 66.4%. RXN SMILES: [Br:1][C:2]1[C:7]([NH2:8])=[CH:6][C:5]([Cl:9])=[CH:4][N:3]=1.[C:10]([C:14]1[CH:19]=[CH:18][C:17]([S:20](Cl)(=[O:22])=[O:21])=[CH:16][CH:15]=1)([CH3:13])([CH3:12])[CH3:11]>N1C=CC=CC=1>[Br:1][C:2]1[C:7]([NH:8][S:20]([C:17]2[CH:18]=[CH:19][C:14]([C:10]([CH3:13])([CH3:12])[CH3:11])=[CH:15][CH:16]=2)(=[O:22])=[O:21])=[CH:6][C:5]([Cl:9])=[CH:4][N:3]=1. Procedure details: A 200 mL round-bottom flask was charged with 2-bromo-5-chloro-pyridin-3-ylamine (10.4 g, 50.0 mmol), 4-tert-butyl-benzenesulfonyl chloride (20.0 g, 85.0 mmol), and pyridine (38 mL). The resultant solution was heated to 70° C. and stirred overnight. The following day, the pyridine was removed by removed in vacuo and 30 mL THF (tetrahydrofuran) and 100 mL 4.0 N NaOH were added and the reaction was stirred at 60° C. overnight. The organics were subsequently removed in vacuo and the residues were di... Starting materials: BrCC1=CC2=CC=CC=C2C=C1 (2-(bromomethyl)naphthalene), COC=1C=C2C=C(N=C(C2=CC1OC)CCC)O (6,7-dimethoxy-1-propylisoquinolin-3-ol), COC=1C=C2C=C(N=C(C2=CC1OC)CCC)O (6,7-Dimethoxy-1-propylisoquinolin-3-ol), [OH-].[K+] (KOH). Solvent: O (H2O), C(Cl)Cl (CH2Cl2), C1(=CC=CC=C1)C (toluene). Conditions: temperature 150 celsius, time 45 minute. The product is COC=1C=C2C(=C(N=C(C2=CC1OC)CCC)O)CC1=CC2=CC=CC=C2C=C1 (6,7-dimethoxy-4-(naphthalen-2-ylmethyl)-1-propylisoquinolin-3-ol). RXN SMILES: [CH3:1][O:2][C:3]1[CH:4]=[C:5]2[C:10](=[CH:11][C:12]=1[O:13][CH3:14])[C:9]([CH2:15][CH2:16][CH3:17])=[N:8][C:7]([OH:18])=[CH:6]2.[OH-].[K+].Br[CH2:22][C:23]1[CH:32]=[CH:31][C:30]2[C:25](=[CH:26][CH:27]=[CH:28][CH:29]=2)[CH:24]=1>C1(C)C=CC=CC=1.O.C(Cl)Cl>[CH3:1][O:2][C:3]1[CH:4]=[C:5]2[C:10](=[CH:11][C:12]=1[O:13][CH3:14])[C:9]([CH2:15][CH2:16][CH3:17])=[N:8][C:7]([OH:18])=[C:6]2[CH2:22][C:23]1[CH:32]=[CH:31][C:30]2[C:25](=[CH:26][CH:27]=[CH:28][CH:29]=2)[CH:24]=1 |f:1.2|. Procedure details: To a solution of 6,7-dimethoxy-1-propylisoquinolin-3-ol RBO 35142 (125 mg, 505 μmol) in toluene (10 mL) in a 20 mL microwave vial equipped with a magnetic stirrer was added a 2 N aq. KOH solution (0.30 mL, 0.60 mmol) at RT followed by 2-(bromomethyl)naphthalene (123 mg, 556 μmol) and the mixture was stirred at 150° C. for 45 min under microwave irradiation. After cooling to RT, the mixture was diluted with H2O (10 mL) before extraction with CH2Cl2 (80 mL). The organic phase was isolated and wash... The reactants are N (ammonia), mixture, [N+](=O)([O-])C=1C=C(SC1)S(=O)(=O)Cl (4-nitro-thiophene-2-sulfonyl chloride), [N+](=O)([O-])C1=CC=C(S1)S(=O)(=O)Cl (5-nitro-thiophene-2-sulfonyl chloride). The solvent is CC(=O)C (acetone), CC(=O)C (acetone). Run at time 30 minute. The product is NC1=CC=C(S1)S(=O)(=O)N (5-amino-thiophene-2-sulfonic acid amide). RXN SMILES: [N+:1](C1C=C(S(Cl)(=O)=O)SC=1)([O-])=O.[N+:13]([C:16]1[S:20][C:19]([S:21](Cl)(=[O:23])=[O:22])=[CH:18][CH:17]=1)([O-])=O.N>CC(C)=O>[NH2:13][C:16]1[S:20][C:19]([S:21]([NH2:1])(=[O:23])=[O:22])=[CH:18][CH:17]=1. Procedure details: A solution of 11.3 g (49.6 mmol) of a mixture that consists of 4-nitro-thiophene-2-sulfonyl chloride and 5-nitro-thiophene-2-sulfonyl chloride (ratio: 1.4/1.0) in acetone is added while being stirred to a saturated solution of ammonia in 170 ml of acetone at −35° C. After 30 minutes, the batch is filtered and concentrated by evaporation. The crude product is dissolved without further purification in 100 ml of ethanol. It is mixed with 6 g of Raney nickel and hydrogenated for 8 hours under low pr...